Dataset: the Open Reaction Database (ORD), a public repository of structured organic reaction records. Task: describe an organic reaction: reactants, conditions, products, and yield Starting materials: [OH-].[Na+] (sodium hydroxide), C(C)(C)(C)OC(=O)N(CC1=CC=CC=C1)[C@H](C(=O)OCC1=CC=CC=C1)CC1=CC2=CC=CC=C2C=C1 (Benzyl (2S)-2-[N-(tert-butoxycarbonyl)-N-benzylamino]-3-(2-naphthyl)propionate), ice water. Run at time 8 hour. Reported procedure: Benzyl (2S)-2-[N-(tert-butoxycarbonyl)-N-benzylamino]-3-(2-naphthyl)propionate (10.5 g) was dissolved in methanol (100 ml) and aqueous 1N sodium hydroxide solution (20 ml) was added at ice-bath temperature. The mixture was stirred at room temperature overnight. The reaction mixture was poured into ice-water and extracted with diisopropyl ether. The aqueous layer was adjusted to pH 3 by adding dilute hydrochloric acid and extracted with ethyl acetate. The extract was washed with brine and dried o... The solvent is CO (methanol). RXN SMILES: [C:1]([O:5][C:6]([N:8]([C@@H:16]([CH2:27][C:28]1[CH:37]=[CH:36][C:35]2[C:30](=[CH:31][CH:32]=[CH:33][CH:34]=2)[CH:29]=1)[C:17]([O:19]CC1C=CC=CC=1)=[O:18])[CH2:9][C:10]1[CH:15]=[CH:14][CH:13]=[CH:12][CH:11]=1)=[O:7])([CH3:4])([CH3:3])[CH3:2].[OH-].[Na+]>CO>[CH2:9]([N:8]([C:6]([O:5][C:1]([CH3:4])([CH3:3])[CH3:2])=[O:7])[C@H:16]([C:17]([OH:19])=[O:18])[CH2:27][C:28]1[CH:37]=[CH:36][C:35]2[C:30](=[CH:31][CH:32]=[CH:33][CH:34]=2)[CH:29]=1)[C:10]1[CH:11]=[CH:12][CH:13]=[CH:14][CH:15]=1 |f:1.2|. Yields the product C(C1=CC=CC=C1)N([C@@H](CC1=CC2=CC=CC=C2C=C1)C(=O)O)C(=O)OC(C)(C)C (N-benzyl-N-(tert-butoxycarbonyl)-3-(2-naphthyl)-L-alanine). Isolated yield 34.9%. Starting materials: ice water, C(C)(=O)OC(C)=O (acetic anhydride), C(C)(=O)N1CC2=C(CC1)SC=C2 (5-acetyl-4,5,6,7-tetrahydrothieno[3,2-c]pyridine), [N+](=O)(O)[O-] (nitric acid). The solvent is C(C)(=O)O (acetic acid). Reaction conditions: time 1 hour. Product: C(C)(=O)N1CC2=C(CC1)SC(=C2)[N+](=O)[O-] (5-Acetyl-2-nitro-4,5,6,7-tetrahydrothieno[3,2-c]pyridine). Isolated yield 65.7%. RXN SMILES: C(OC(=O)C)(=O)C.[C:8]([N:11]1[CH2:16][CH2:15][C:14]2[S:17][CH:18]=[CH:19][C:13]=2[CH2:12]1)(=[O:10])[CH3:9].[N+:20]([O-])([OH:22])=[O:21]>C(O)(=O)C>[C:8]([N:11]1[CH2:16][CH2:15][C:14]2[S:17][C:18]([N+:20]([O-:22])=[O:21])=[CH:19][C:13]=2[CH2:12]1)(=[O:10])[CH3:9]. Procedure details: 20 ml of an acetic anhydride solution containing 5.43 g (30 mmole) of 5-acetyl-4,5,6,7-tetrahydrothieno[3,2-c]pyridine [prepared as described in step (a) above] were added dropwise at 10° to 18° C. over a period of one hour to 30 ml of an acetic acid solution containing 4.2 g (60 mmole) of 90% fuming nitric acid, and the mixture was then stirred at a temperature not greater than 18° C. for 1 hour. The reaction mixture was then poured into ice-water and extracted with methylene chloride. The orga... The reactants are Cl.NC1[C@@H]2N(C(=C(CS2)CSC2=CC(=NC=3N2N=C(N3)COC)C)C(=O)OCOC(C(C)(C)C)=O)C1=O (pivaloyloxymethyl 7-amino-3-[(2-methoxymethyl-5-methyl-s-triazolo[1,5-a]pyrimidin-7-yl)thiomethyl]-3-cephem-4-carboxylate.hydrochloride), NC=1SC=C(N1)/C(/C(=O)OSC=1SC2=C(N1)C=CC=C2)=N/OC (benzthiazolylthio 2-(2-amino-4-thiazolyl)-2-(Z)-methoxyiminoacetate). Run in C(C)O (ethanol), C(Cl)Cl (methylene chloride). Run at time 2 hour. Yields the product Cl.NC=1SC=C(N1)C(C(=O)NC1[C@@H]2N(C(=C(CS2)CSC2=CC(=NC=3N2N=C(N3)COC)C)C(=O)OCOC(C(C)(C)C)=O)C1=O)=NOC (pivaloyloxymethyl 7-[2-(2-amino-1,3-thiazol-4-yl)-2-methoxyiminoacetamido]-3-[(2-methoxymethyl-5-methyl-s-triazolo[1,5-a]pyrimidin-7-yl)thiomethyl]-3-cephem-4-carboxylate.hydrochloride). Isolated yield 65.9%. As a reaction SMILES: [ClH:1].[NH2:2][CH:3]1[C:36](=[O:37])[N:5]2[C:6]([C:25]([O:27][CH2:28][O:29][C:30](=[O:35])[C:31]([CH3:34])([CH3:33])[CH3:32])=[O:26])=[C:7]([CH2:10][S:11][C:12]3[N:17]4[N:18]=[C:19]([CH2:21][O:22][CH3:23])[N:20]=[C:16]4[N:15]=[C:14]([CH3:24])[CH:13]=3)[CH2:8][S:9][C@H:4]12.[NH2:38][C:39]1[S:40][CH:41]=[C:42](/[C:44](=[N:58]/[O:59][CH3:60])/[C:45](OSC2SC3C=CC=CC=3N=2)=[O:46])[N:43]=1>C(Cl)Cl.C(O)C>[ClH:1].[NH2:38][C:39]1[S:40][CH:41]=[C:42]([C:44](=[N:58][O:59][CH3:60])[C:45]([NH:2][CH:3]2[C:36](=[O:37])[N:5]3[C:6]([C:25]([O:27][CH2:28][O:29][C:30](=[O:35])[C:31]([CH3:33])([CH3:32])[CH3:34])=[O:26])=[C:7]([CH2:10][S:11][C:12]4[N:17]5[N:18]=[C:19]([CH2:21][O:22][CH3:23])[N:20]=[C:16]5[N:15]=[C:14]([CH3:24])[CH:13]=4)[CH2:8][S:9][C@H:4]23)=[O:46])[N:43]=1 |f:0.1,5.6|. Reported procedure: In 100 ml of methylene chloride was dissolved 11.8 g of pivaloyloxymethyl 7-amino-3-[(2-methoxymethyl-5-methyl-s-triazolo[1,5-a]pyrimidin-7-yl)thiomethyl]-3-cephem-4-carboxylate.hydrochloride, and 5.82 g of benzthiazolylthio 2-(2-amino-4-thiazolyl)-2-(Z)-methoxyiminoacetate was added to the solution and the mixture was stirred at room temperature for 2 hours. The reaction mixture was washed with 100 ml of a 5% sodium acetate aqueous solution and further washed with water, dried over anhydrous ma... Reactants: S(=O)(=O)(C)OCCCCCC[C@H]1[C@H]2[C@@H]3CC[C@@H]([C@@]3(C)CC[C@@H]2C=2C=CC(=CC2C1)O)O (7α-(6-mesyloxyhexyl)oestra-1,3,5(10)-triene-3,17β-diol), [Br-].C[Si](OCCCCC[P+](C1=CC=CC=C1)(C1=CC=CC=C1)C1=CC=CC=C1)(C(C)(C)C)C (5-(dimethyl-t-butylsilyloxy)pentyltriphenylphosphonium bromide), C(CCCC)SCCCS (3-n-pentylthiopropanethiol). Yields the product C(CCCC)SCCCSCCCCCC[C@H]1[C@H]2[C@@H]3CC[C@@H]([C@@]3(C)CC[C@@H]2C=2C=CC(=CC2C1)O)O (7α-[6-(3-n-pentylthiopropylthio)hexyl]-oestra-1,3,5(10)triene-3,17β-diol). Reaction SMILES: S(O[CH2:6][CH2:7][CH2:8][CH2:9][CH2:10][CH2:11][C@@H:12]1[CH2:29][C:28]2[CH:27]=[C:26]([OH:30])[CH:25]=[CH:24][C:23]=2[C@@H:22]2[C@@H:13]1[C@H:14]1[C@@:18]([CH2:20][CH2:21]2)([CH3:19])[C@@H:17]([OH:31])[CH2:16][CH2:15]1)(C)(=O)=O.[Br-].C[Si](C)(C(C)(C)C)OCCCCC[P+](C1C=CC=CC=1)(C1C=CC=CC=1)C1C=CC=CC=1.[CH2:65]([S:70][CH2:71][CH2:72][CH2:73][SH:74])[CH2:66][CH2:67][CH2:68][CH3:69]>>[CH2:65]([S:70][CH2:71][CH2:72][CH2:73][S:74][CH2:6][CH2:7][CH2:8][CH2:9][CH2:10][CH2:11][C@@H:12]1[CH2:29][C:28]2[CH:27]=[C:26]([OH:30])[CH:25]=[CH:24][C:23]=2[C@@H:22]2[C@@H:13]1[C@H:14]1[C@@:18]([CH2:20][CH2:21]2)([CH3:19])[C@@H:17]([OH:31])[CH2:16][CH2:15]1)[CH2:66][CH2:67][CH2:68][CH3:69] |f:1.2|. Procedure details: The process described in Example 32 was repeated using 7α-(6-mesyloxyhexyl)oestra-1,3,5(10)-triene-3,17β-diol (obtained as described in Example 41 using initially 5-(dimethyl-t-butylsilyloxy)pentyltriphenylphosphonium bromide and 3-n-pentylthiopropanethiol (obtained from trimethylene-1,3-dithiol and pentyl bromide) as starting materials. There was thus obtained as an oil 7α-[6-(3-n-pentylthiopropylthio)hexyl]-oestra-1,3,5(10)triene-3,17β-diol, the structure of which was confirmed by proton magne...